Dataset: the Open Reaction Database (ORD), a public repository of structured organic reaction records. Task: describe an organic reaction: reactants, conditions, products, and yield Starting materials: [H-].[Na+] (Sodium hydride), ClC1=CC=C(C=2N3C(=NC21)N(CCC3)C3=C(C=C(C=C3)Cl)C(F)(F)F)C(CC)(CC)O (3-{9-chloro-1-[4-chloro-2-(trifluoromethyl)phenyl]-1,2,3,4-tetrahydropyrimido[1,2-a]benzimidazol-6-yl}pentan-3-ol), CI (methyl iodide). Yields the product ClC1=CC=C(C=2N3C(=NC21)N(CCC3)C3=C(C=C(C=C3)Cl)C(F)(F)F)C(CC)(OC)CC (9-Chloro-1-[4-chloro-2-(trifluoromethyl)phenyl]-6-(1-ethyl-1-methoxypropyl)-1,2,3,4-tetrahydropyrimido[1,2-a]benzimidazole). As a reaction SMILES: [H-].[Na+].[Cl:3][C:4]1[C:12]2[N:11]=[C:10]3[N:13]([C:17]4[CH:22]=[CH:21][C:20]([Cl:23])=[CH:19][C:18]=4[C:24]([F:27])([F:26])[F:25])[CH2:14][CH2:15][CH2:16][N:9]3[C:8]=2[C:7]([C:28]([OH:33])([CH2:31][CH3:32])[CH2:29][CH3:30])=[CH:6][CH:5]=1.[CH3:34]I>CN(C)C=O.O>[Cl:3][C:4]1[C:12]2[N:11]=[C:10]3[N:13]([C:17]4[CH:22]=[CH:21][C:20]([Cl:23])=[CH:19][C:18]=4[C:24]([F:25])([F:27])[F:26])[CH2:14][CH2:15][CH2:16][N:9]3[C:8]=2[C:7]([C:28]([CH2:31][CH3:32])([O:33][CH3:34])[CH2:29][CH3:30])=[CH:6][CH:5]=1 |f:0.1|. Reported procedure: Sodium hydride (60% in oil, 25.4 mg, 0.635 mmol) was added to a stirred solution of 3-{9-chloro-1-[4-chloro-2-(trifluoromethyl)phenyl]-1,2,3,4-tetrahydropyrimido[1,2-a]benzimidazol-6-yl}pentan-3-ol (250 mg, 0.529 mmol) in N,N-dimethylformamide (5.0 mL) at room temperature. After stirring 5 min, methyl iodide (113 mg, 0.794 mmol) was added to the mixture, and the mixture was stirred at room temperature for 3 hr. The mixture was diluted with water, and extracted with ethyl acetate. The combined or... Run in O (water), CN(C=O)C (N,N-dimethylformamide). Conditions: time 5 minute. Yield: 68.1%. Starting materials: BrCC#CCCCCCO (8-bromo-6-octyn-1-ol), CC(=O)C.OS(=O)(=O)O.O=[Cr](=O)=O (Jones reagent), C(C)(C)O (isopropanol). The reagents and catalysts are [O-2].[O-2].[O-2].[Cr+6] (chromium trioxide). The solvent is S(O)(O)(=O)=O (sulphuric acid), CC(=O)C (acetone), C(C)OCC (diethyl ether), O (water). The product is BrCC#CCCCCC(=O)O (8-bromo-6-octynoic acid). RXN SMILES: [Br:1][CH2:2][C:3]#[C:4][CH2:5][CH2:6][CH2:7][CH2:8][CH2:9][OH:10].CC(C)=[O:13].OS(O)(=O)=O.O=[Cr](=O)=O.C(O)(C)C>CC(C)=O.S(=O)(=O)(O)O.O.C(OCC)C.[O-2].[O-2].[O-2].[Cr+6]>[Br:1][CH2:2][C:3]#[C:4][CH2:5][CH2:6][CH2:7][CH2:8][C:9]([OH:13])=[O:10] |f:1.2.3,9.10.11.12|. Procedure: To a solution of 2.1 g of 8-bromo-6-octyn-1-ol(prepared as described hereafter) in 20 ml of acetone was added dropwise 7.7 ml of a Jones reagent (prepared by dissolving 6.5 g of chromium trioxide in 5.75 ml of conc. sulphuric acid diluted with water to a volume of 25 ml) at 2° to 5° C. over a period of 40 minutes. To it was added 3 ml of isopropanol. The reaction mixture was diluted with diethyl ether, washed with water, a saturated aqueous solution of sodium chloride, dried over magnesium sulph... The reactants are C(C)(C)C1=NC2=C(N1C1=NC(=C3N=C(N(C3=N1)C)C1(CNCCC1)OC)N1CCOCC1)C=CC=C2 (2-(2-isopropylbenzoimidazol-1-yl)-8-(3-methoxypiperidin-3-yl)-9-methyl-6-morpholin-4-yl-9H-purine), BrCC(=O)N (2-bromoacetamide), [I-].[Na+] (sodium iodide), C(=O)([O-])[O-].[K+].[K+] (K2CO3). Run in CC#N (MeCN), CCOC(=O)C (EtOAc). Run at time 66 hour. The product is C(C)(C)C1=NC2=C(N1C1=NC(=C3N=C(N(C3=N1)C)C1(CN(CCC1)CC(=O)N)OC)N1CCOCC1)C=CC=C2 (2-(3-(2-(2-isopropyl-1H-benzo[d]imidazol-1-yl)-9-methyl-6-morpholino-9H-purin-8-yl)-3-methoxypiperidin-1-yl)acetamide). RXN SMILES: [CH:1]([C:4]1[N:8]([C:9]2[N:17]=[C:16]3[C:12]([N:13]=[C:14]([C:19]4([O:25][CH3:26])[CH2:24][CH2:23][CH2:22][NH:21][CH2:20]4)[N:15]3[CH3:18])=[C:11]([N:27]3[CH2:32][CH2:31][O:30][CH2:29][CH2:28]3)[N:10]=2)[C:7]2[CH:33]=[CH:34][CH:35]=[CH:36][C:6]=2[N:5]=1)([CH3:3])[CH3:2].Br[CH2:38][C:39]([NH2:41])=[O:40].[I-].[Na+].C([O-])([O-])=O.[K+].[K+]>CC#N.CCOC(C)=O>[CH:1]([C:4]1[N:8]([C:9]2[N:17]=[C:16]3[C:12]([N:13]=[C:14]([C:19]4([O:25][CH3:26])[CH2:24][CH2:23][CH2:22][N:21]([CH2:38][C:39]([NH2:41])=[O:40])[CH2:20]4)[N:15]3[CH3:18])=[C:11]([N:27]3[CH2:28][CH2:29][O:30][CH2:31][CH2:32]3)[N:10]=2)[C:7]2[CH:33]=[CH:34][CH:35]=[CH:36][C:6]=2[N:5]=1)([CH3:3])[CH3:2] |f:2.3,4.5.6|. Procedure: A mixture of 2-(2-isopropylbenzoimidazol-1-yl)-8-(3-methoxypiperidin-3-yl)-9-methyl-6-morpholin-4-yl-9H-purine from Example 713 (1.0 g, 2.10 mmol), 2-bromoacetamide (290 mg, 2.10 mmol), sodium iodide (32 mg, 0.21 mmol) and K2CO3 (610 mg, 4.41 mmol) in MeCN (20 mL) was stirred at r.t. for 66 h. The reaction mixture was diluted with EtOAc, filtered and concentrated in vacuo. The resulting residue was purified by column chromatography (Si—PCC, MeOH:EtOAc, 0-20%) then triturated with Et2O affording ...